Task: describe an organic reaction: reactants, conditions, products, and yield. Dataset: the Open Reaction Database (ORD), a public repository of structured organic reaction records The reactants are CNC(=O)C=1N=C(SC1NC(=O)OC(C)(C)C)C1=NC=CC=C1 (5-tert-butoxycarbonylamino-2-pyridin-2-yl-thiazole-4-carboxylic acid methylamide), FC(C(=O)O)(F)F (trifluoroacetic acid). Run in ClCCl (dichloromethane). Run at time 3 hour. The product is CNC(=O)C=1N=C(SC1N)C1=NC=CC=C1 (5-Amino-2-pyridin-2-yl-thiazole-4-carboxylic acid methylamide). Yield: 42.7%. Reaction SMILES: [CH3:1][NH:2][C:3]([C:5]1[N:6]=[C:7]([C:18]2[CH:23]=[CH:22][CH:21]=[CH:20][N:19]=2)[S:8][C:9]=1[NH:10]C(OC(C)(C)C)=O)=[O:4].FC(F)(F)C(O)=O>ClCCl>[CH3:1][NH:2][C:3]([C:5]1[N:6]=[C:7]([C:18]2[CH:23]=[CH:22][CH:21]=[CH:20][N:19]=2)[S:8][C:9]=1[NH2:10])=[O:4]. Procedure details: A solution of 5-tert-butoxycarbonylamino-2-pyridin-2-yl-thiazole-4-carboxylic acid methylamide (34 mg, 0.10 mmol) in dichloromethane (0.5 ml) was treated with trifluoroacetic acid (0.5 ml) and stirred at ambient temperature for 3 h. After solvent evaporation, the residue was dissolved in ethyl acetate and washed with NaOH (1N aqueous solution), water and brine. The organic layer was dried and the solvent was evaporated. The remaining residue was suspended in diethylether, sucked off, and the rem... The reactants are COC1=C(C=C(C(=C1)C=C)F)[N+](=O)[O-] (5-ethenyl-4-fluoro-2-nitrophenyl methyl ether), N1CCOCC1 (morpholine). The solvent is CC(C)O (iPrOH). Reaction conditions: temperature 180 celsius. The product is FC1=C(C=C(C(=C1)[N+](=O)[O-])OC)CCN1CCOCC1 (4-{2-[2-fluoro-5-(methyloxy)-4-nitrophenyl]ethyl}morpholine). The yield is 64.1%. Reaction SMILES: [CH3:1][O:2][C:3]1[CH:8]=[C:7]([CH:9]=[CH2:10])[C:6]([F:11])=[CH:5][C:4]=1[N+:12]([O-:14])=[O:13].[NH:15]1[CH2:20][CH2:19][O:18][CH2:17][CH2:16]1>CC(O)C>[F:11][C:6]1[CH:5]=[C:4]([N+:12]([O-:14])=[O:13])[C:3]([O:2][CH3:1])=[CH:8][C:7]=1[CH2:9][CH2:10][N:15]1[CH2:20][CH2:19][O:18][CH2:17][CH2:16]1. Procedure details: To 5-ethenyl-4-fluoro-2-nitrophenyl methyl ether (0.43 g, 2.2 mmol) in 10 mL of iPrOH was added, morpholine (0.56 g, 6.54 mmol). The mixture was heated to 180° C. 1.5 h in the microwave. The solvent was rotovaped down and the residue purified by flash chromatography to give the title compound of step A (0.4 g, 1.41 mmol, 64%). 1H NMR (400 MHz, CDCl3) δ ppm 7.62 (d, J=8.80 Hz, 1H), 6.99 (d, J=6.23 Hz, 1H), 3.94 (s, 3H), 3.70-3.75 (m, 4H), 2.87 (t, J=7.33 Hz, 2H), 2.58-2.66 (m, 2H), 2.49-2.56 (m, ... The reactants are C(C)(=O)O.FC1=CC=C(C(=N)N)C=C1 (4-fluorobenzamidine acetate), C([O-])([O-])=O.[K+].[K+] (potassium carbonate), ClC(=CC=O)Cl (3,3-dichloroacrolein), ClC(=CC=O)Cl (3,3-Dichloroacrolein), FC(C=1C=C(C=CC1)O)(F)F (3-trifluoromethylphenol), C(C)(=O)O.FC1=CC=C(C(=N)N)C=C1 (4-fluorobenzamidine acetate). Solvent: C(OC)COC (dimethoxyethane). The product is FC(C=1C=C(OC2=NC(=NC=C2)C2=CC=C(C=C2)F)C=CC1)(F)F (4-(3-Trifluoromethylphenoxy)-2-(4-Fluorophenyl) Pyrimidine). The yield is 75.4%. RXN SMILES: Cl[C:2](Cl)=[CH:3][CH:4]=O.C(O)(=O)C.[F:11][C:12]1[CH:20]=[CH:19][C:15]([C:16]([NH2:18])=[NH:17])=[CH:14][CH:13]=1.[F:21][C:22]([F:31])([F:30])[C:23]1[CH:24]=[C:25]([OH:29])[CH:26]=[CH:27][CH:28]=1.C(=O)([O-])[O-].[K+].[K+]>C(COC)OC>[F:21][C:22]([F:30])([F:31])[C:23]1[CH:24]=[C:25]([CH:26]=[CH:27][CH:28]=1)[O:29][C:2]1[CH:3]=[CH:4][N:18]=[C:16]([C:15]2[CH:19]=[CH:20][C:12]([F:11])=[CH:13][CH:14]=2)[N:17]=1 |f:1.2,4.5.6|. Reported procedure: 3,3-Dichloroacrolein (10 mmoles) diluted with dimethoxyethane (35 ml), is slowly added to a mixture consisting of a 4-fluorobenzamidine acetate (10 mmoles), 3-trifluoromethylphenol (11 mmoles), potassium carbonate (40 mmoles) nd dimethoxyethane (40 ml), which is stirred under reflux. When the addition of 3,3-dichloroacrolein is completed additional 4-fluorobenzamidine acetate (1 mmoles) is added. The reaction mixture is stirred for 3 hours under reflux and subsequently cooled down to ambient tem...